This data is from the Open Reaction Database (ORD), a public repository of structured organic reaction records. The task is: describe an organic reaction: reactants, conditions, products, and yield Reactants: FC1=CC=C(C=C1)C=1C(=CC(NC1C(F)(F)F)=O)C1=CC=C(C=C1)S(=O)(=O)C (5-(4-fluorophenyl)-4-[4-(methylsulfonyl)phenyl]-6-(trifluoromethyl)-2-oxo-pyridine), BrCC (bromoethane), C([O-])([O-])=O.[K+].[K+] (potassium carbonate). Solvent: CN(C=O)C (dimethyl formamide). Conditions: time 20 hour. Yields the product C(C)OC1=NC(=C(C(=C1)C1=CC=C(C=C1)S(=O)(=O)C)C1=CC=C(C=C1)F)C(F)(F)F (2-Ethoxy-5-(4-fluorophenyl)-4-[4-(methylsulfonyl)phenyl]-6-(trifluoromethyl)pyridine). Yield: 26.4%. Reaction SMILES: [F:1][C:2]1[CH:7]=[CH:6][C:5]([C:8]2[C:9]([C:19]3[CH:24]=[CH:23][C:22]([S:25]([CH3:28])(=[O:27])=[O:26])=[CH:21][CH:20]=3)=[CH:10][C:11](=[O:18])[NH:12][C:13]=2[C:14]([F:17])([F:16])[F:15])=[CH:4][CH:3]=1.Br[CH2:30][CH3:31].C(=O)([O-])[O-].[K+].[K+]>CN(C)C=O>[CH2:30]([O:18][C:11]1[CH:10]=[C:9]([C:19]2[CH:24]=[CH:23][C:22]([S:25]([CH3:28])(=[O:26])=[O:27])=[CH:21][CH:20]=2)[C:8]([C:5]2[CH:6]=[CH:7][C:2]([F:1])=[CH:3][CH:4]=2)=[C:13]([C:14]([F:15])([F:17])[F:16])[N:12]=1)[CH3:31] |f:2.3.4|. Reported procedure: A mixture of 0.11 g of 5-(4-fluorophenyl)-4-[4(methylsulfonyl)phenyl]-6-(trifluoromethyl)-2-oxo-pyridine (step 5 of Example 1), 3,3 g of bromoethane, 0.2 g of potassium carbonate, and 5 mL of dimethyl formamide (DMF) was stirred for 20 hours and concentrated in vacuo. The residue was triturated with water and extracted with methylene chloride. The methylene chloride extract was dried over MgSO4 and filtered through silica gel. The filtrate was reconcentrated in vacuo and the residue was crystall... Starting materials: OC1=CC(=NC=2N1N=CN2)CC(=O)O (7-hydroxy-5-carboxymethyl-1,2,4-triazolo[1,5-a]pyrimidine), OCCOC(C=C)=O (hydroxyethylacrylate), N,N-dicyclohexylcarbodiimide. The solvent is CN(C=O)C (dimethylformamide), CN(C=O)C (DMF). Reaction conditions: time 8 hour. Yields the product C(C=C)(=O)OCCOC(=O)CC1=NC=2N(C(=C1)O)N=CN2 (5-acryloyloxyethoxycarbonylmethyl-7-hydroxy-1,2,4-triazolo[1,5-a]pyrimidine). RXN SMILES: [OH:1][C:2]1[N:7]2[N:8]=[CH:9][N:10]=[C:6]2[N:5]=[C:4]([CH2:11][C:12]([OH:14])=[O:13])[CH:3]=1.O[CH2:16][CH2:17][O:18][C:19](=[O:22])[CH:20]=[CH2:21]>CN(C)C=O>[C:19]([O:18][CH2:17][CH2:16][O:13][C:12]([CH2:11][C:4]1[CH:3]=[C:2]([OH:1])[N:7]2[N:8]=[CH:9][N:10]=[C:6]2[N:5]=1)=[O:14])(=[O:22])[CH:20]=[CH2:21]. Reported procedure: 19.4 g of 7-hydroxy-5-carboxymethyl-1,2,4-triazolo[1,5-a]pyrimidine and 12 g of hydroxyethylacrylate were dissolved in 150 ml of dimethylformamide (DMF) and thereto, a solution of 20.6 g of N,N-dicyclohexylcarbodiimide in 30 ml of DMF was added dropwise at a room temperature for 10 minutes. Thereafter, stirring was continued at a room temperature for 8 hours, and the precipitate produced was removed by filtration. The filtrate was condensed under a reduced pressure and low temperature. The thus ... Reactants: CN(CCOC1=NC=CC(=C1)N)C (2-(2-dimethylamino-ethoxy)-pyridin-4-ylamine), [Br-].[Na+] (sodium bromide), N(=O)[O-].[Na+] (sodium nitrite), [OH-].[Na+] (sodium hydroxide), S(O)(O)(=O)=O (sulfuric acid). Reagents/catalysts: S(=O)(=O)([O-])[O-].[Cu+2] (copper sulfate). Solvent: O (water). Reaction conditions: temperature 0 celsius. Yields the product BrC1=CC(=NC=C1)OCCN(C)C ([2-(4-bromo-pyridin-2-yloxy)-ethyl]-dimethyl-amine). RXN SMILES: [CH3:1][N:2]([CH3:13])[CH2:3][CH2:4][O:5][C:6]1[CH:11]=[C:10](N)[CH:9]=[CH:8][N:7]=1.[Br-:14].[Na+].S(=O)(=O)(O)O.N([O-])=O.[Na+].[OH-].[Na+]>O.S([O-])([O-])(=O)=O.[Cu+2]>[Br:14][C:10]1[CH:9]=[CH:8][N:7]=[C:6]([O:5][CH2:4][CH2:3][N:2]([CH3:13])[CH3:1])[CH:11]=1 |f:1.2,4.5,6.7,9.10|. Procedure details: A mixture of 1.2 g of 2-(2-dimethylamino-ethoxy)-pyridin-4-ylamine, 0.749 g of sodium bromide and 1.16 g of copper sulfate is cooled to 0° C. and treated with 12 mL of 9 M sulfuric acid with stirring. The resulting dark suspension is treated at 0° C. with a solution of 0.503 g of sodium nitrite in water (0.8 mL) and stirred at 0° C. for 1.5 h and at room temperature for 1.5 h. The reaction mixture is pored onto ice-water, brought to basic pH with 30% sodium hydroxide, and extracted with methylen... Starting materials: C(C)(C)N(C1=CC2=C(CN(CCO2)C(=O)OC(C)(C)C)C=C1)C (tert-butyl 8-[isopropyl(methyl)amino]-2,3-dihydro-1,4-benzoxazepine-4(5H)-carboxylate), C(C)(=O)OCC.Cl (hydrogen chloride-ethyl acetate). Yields the product Cl.Cl.C(C)(C)N(C1=CC2=C(CNCCO2)C=C1)C (N-isopropyl-N-methyl-2,3,4,5-tetrahydro-1,4-benzoxazepine-8-amine dihydrochloride). The yield is 49.8%. RXN SMILES: [CH:1]([N:4]([CH3:23])[C:5]1[CH:22]=[CH:21][C:8]2[CH2:9][N:10](C(OC(C)(C)C)=O)[CH2:11][CH2:12][O:13][C:7]=2[CH:6]=1)([CH3:3])[CH3:2].C(OCC)(=O)C.[ClH:30]>>[ClH:30].[ClH:30].[CH:1]([N:4]([CH3:23])[C:5]1[CH:22]=[CH:21][C:8]2[CH2:9][NH:10][CH2:11][CH2:12][O:13][C:7]=2[CH:6]=1)([CH3:3])[CH3:2] |f:1.2,3.4.5|. Procedure: A solution of tert-butyl 8-[isopropyl(methyl)amino]-2,3-dihydro-1,4-benzoxazepine-4(5H)-carboxylate (270 mg, 0.843 mmol) in 4N hydrogen chloride-ethyl acetate (6 ml) was stirred for 1 hr at room temperature, and the solvent was evaporated under reduced pressure. The residue was recrystallized from a mixed solvent of methanol and ether to give the desired product (123 mg, 49.8%) as a solid. Starting materials: CCO, [Na+], [OH-], CCOC(=O)C1=C(c2ccccc2)CCN(C(=O)OC(C)(C)C)C1. Yields the product CC(C)(C)OC(=O)N1CCC(c2ccccc2)=C(C(=O)O)C1. RXN SMILES: [CH3:27][CH2:28][OH:29].[Na+:26].[OH-:25].[c:1]1([C:7]2=[C:8]([C:20](=[O:21])[O:22][CH2:23][CH3:24])[CH2:9][N:10]([C:13](=[O:14])[O:15][C:16]([CH3:17])([CH3:18])[CH3:19])[CH2:11][CH2:12]2)[cH:2][cH:3][cH:4][cH:5][cH:6]1>>[c:1]1([C:7]2=[C:8]([C:20](=[O:21])[OH:22])[CH2:9][N:10]([C:13](=[O:14])[O:15][C:16]([CH3:17])([CH3:18])[CH3:19])[CH2:11][CH2:12]2)[cH:2][cH:3][cH:4][cH:5][cH:6]1. Starting materials: C(C)(C)(C)OC(NC1=C(C=C(C(=C1)C(F)(F)F)Cl)N)=O ((2-amino-4-chloro-5-trifluoromethyl-phenyl)-carbamic acid tert-butyl ester), C(C)(C)(C)OC(CC(C1=CC(=CC=C1)C=1C=NC=NC1)=O)=O (3-oxo-3-(3-pyrimidin-5-yl-phenyl)-propionic acid tert-butyl ester). The product is C(C)(C)(C)OC(NC1=C(C=C(C(=C1)C(F)(F)F)Cl)NC(CC(C1=CC(=CC=C1)C=1C=NC=NC1)=O)=O)=O ({4-Chloro-2-[3-oxo-3-(3-pyrimidin-5-yl-phenyl)-propionylamino]-5-trifluoromethyl-phenyl}-carbamic acid tert-butyl ester), oil. Isolated yield 60.0%. RXN SMILES: [C:1]([O:5][C:6](=[O:20])[NH:7][C:8]1[CH:13]=[C:12]([C:14]([F:17])([F:16])[F:15])[C:11]([Cl:18])=[CH:10][C:9]=1[NH2:19])([CH3:4])([CH3:3])[CH3:2].C([O:25][C:26](=O)[CH2:27][C:28](=[O:41])[C:29]1[CH:34]=[CH:33][CH:32]=[C:31]([C:35]2[CH:36]=[N:37][CH:38]=[N:39][CH:40]=2)[CH:30]=1)(C)(C)C>>[C:1]([O:5][C:6](=[O:20])[NH:7][C:8]1[CH:13]=[C:12]([C:14]([F:17])([F:16])[F:15])[C:11]([Cl:18])=[CH:10][C:9]=1[NH:19][C:26](=[O:25])[CH2:27][C:28](=[O:41])[C:29]1[CH:34]=[CH:33][CH:32]=[C:31]([C:35]2[CH:40]=[N:39][CH:38]=[N:37][CH:36]=2)[CH:30]=1)([CH3:4])([CH3:2])[CH3:3]. Reported procedure: The title compound was prepared from (2-amino-4-chloro-5-trifluoromethyl-phenyl)-carbamic acid tert-butyl ester (Example J24) (311 mg, 1.0 mmol) and 3-oxo-3-(3-pyrimidin-5-yl-phenyl)-propionic acid tert-butyl ester (Example K13) (298 mg, 1.0 mmol) according to the general procedure M. Obtained as a yellow oil (320 mg, 60%). Solvent: C(Cl)Cl (DCM), C(Cl)Cl (DCM). Run at time 2 hour. Starting materials: OC1CC(CCC1)NC(OC(C)(C)C)=O (tert-butyl (3-hydroxycyclohexyl)carbamate), CC(=O)OI1(C=2C=CC=CC2C(=O)O1)(OC(=O)C)OC(=O)C (Dess-Martin periodinane). As a reaction SMILES: [OH:1][CH:2]1[CH2:7][CH2:6][CH2:5][CH:4]([NH:8][C:9](=[O:15])[O:10][C:11]([CH3:14])([CH3:13])[CH3:12])[CH2:3]1.CC(OI1(OC(C)=O)(OC(C)=O)OC(=O)C2C=CC=CC1=2)=O>C(Cl)Cl>[C:11]([O:10][C:9](=[O:15])[NH:8][CH:4]1[CH2:5][CH2:6][CH2:7][C:2](=[O:1])[CH2:3]1)([CH3:14])([CH3:12])[CH3:13]. Isolated yield 91.8%. Procedure: To a solution of tert-butyl (3-hydroxycyclohexyl)carbamate (4.40 g, 20.46 mmol) in DCM (250 mL) was added Dess-Martin periodinane (13.0 g, 30.70 mmol) in portions under cooling in an ice bath. The mixture was stirred at room temperature for 2 h. The reaction was diluted with DCM and washed with aqueous sodium carbonate. The separated organic layer was dried over anhydrous sodium sulfate and concentrated. The crude compound was purified by silica gel column chromatography (40% ethyl acetate in pe... Product: C(C)(C)(C)OC(NC1CC(CCC1)=O)=O (tert-butyl(3-Oxocyclohexyl)carbamate). Starting materials: Cl.ClC1=C(SC(=C1)Cl)C1CC(C=2C(=CC=NC2C1)C)=NNC(=N)N ((±)-7-(3,5-dichlorothiophen-2-yl)-5-guanidinoimino-4-methyl-5,6,7,8-tetrahydroquinoline hydrochloride), C[O-].[Na+] (sodium methoxide). Solvent: CO (methanol), CO (methanol). Run at temperature 50 celsius, time 1 hour. Product: ClC1=C(SC(=C1)Cl)C1CC(C=2C(=CC=NC2C1)C)=NNC(=N)N ((±)-7-(3,5-dichlorothiophen-2-yl)-5-guanidinoimino-4-methyl-5,6,7,8-tetrahydroquinoline). Reaction SMILES: Cl.[Cl:2][C:3]1[CH:7]=[C:6]([Cl:8])[S:5][C:4]=1[CH:9]1[CH2:18][C:17]2[N:16]=[CH:15][CH:14]=[C:13]([CH3:19])[C:12]=2[C:11](=[N:20][NH:21][C:22]([NH2:24])=[NH:23])[CH2:10]1.C[O-].[Na+]>CO>[Cl:2][C:3]1[CH:7]=[C:6]([Cl:8])[S:5][C:4]=1[CH:9]1[CH2:18][C:17]2[N:16]=[CH:15][CH:14]=[C:13]([CH3:19])[C:12]=2[C:11](=[N:20][NH:21][C:22]([NH2:24])=[NH:23])[CH2:10]1 |f:0.1,2.3|. Procedure: To a solution of (±)-7-(3,5-dichlorothiophen-2-yl)-5-guanidinoimino-4-methyl-5,6,7,8-tetrahydroquinoline hydrochloride (3.0 g) in methanol (30 ml) was added a solution of 28% sodium methoxide in methanol (3 g), and the mixture was stirred at 50° C. for 1 hour. Under reduced pressure, the solvent was evaporated, and to the residue was added water. Precipitated crystals were washed with water and dried to give (±)-7-(3,5-dichlorothiophen-2-yl)-5-guanidinoimino-4-methyl-5,6,7,8-tetrahydroquinoline. Reactants: C1(=CC=CC=C1)C(C(C)O)C (3-Phenyl-butan-2-ol), [H-].[Na+] (NaH), IC (Iodomethane). The solvent is CN(C)C=O (DMF). Run at temperature 40 celsius, time 1 hour. Yields the product COC(C(C)C1=CC=CC=C1)C ((2-methoxy-1-methylpropyl)-benzene). Isolated yield 93.2%. Reaction SMILES: [H-].[Na+].[C:3]1([CH:9]([CH3:13])[CH:10]([OH:12])[CH3:11])[CH:8]=[CH:7][CH:6]=[CH:5][CH:4]=1.I[CH3:15]>CN(C=O)C>[CH3:15][O:12][CH:10]([CH3:11])[CH:9]([C:3]1[CH:8]=[CH:7][CH:6]=[CH:5][CH:4]=1)[CH3:13] |f:0.1|. Procedure: A 2 L reaction flask was charged with NaH (32 g, 0.79 mol) in oil dispersion (60%) and DMF (500 mL) under N2. The mixture was heated to 40° C. 3-Phenyl-butan-2-ol (100 g, 0.66 mol) was fed to the mixture over 1 hour. The reaction mixture was aged for 1 hour at 40° C. Iodomethane (113 g, 0.79 mol) was then fed into the reaction mixture over 2 hours. The reaction mixture was further aged for 8 hours, and quenched subsequently with saturated NH4Cl solution (300 mL). The layers were separated. The o... The reactants are C1=CC=C(C=C1)C(CC(=O)O)N (DL-3-amino-3-phenyl propionic acid), [OH-].[Na+] (NaOH), ClC(=O)OCC1=CC=CC=C1 (benzyl chloroformate), [OH-].[Na+] (NaOH), Cl (HCl). Reaction conditions: time 18 hour. Yields the product C(=O)(OCC1=CC=CC=C1)NC(CC(=O)O)C1=CC=CC=C1 (N-Cbz-3-amino-3-phenyl propionic acid). The yield is 83.3%. Reaction SMILES: [CH:1]1[CH:6]=[CH:5][C:4]([CH:7]([NH2:12])[CH2:8][C:9]([OH:11])=[O:10])=[CH:3][CH:2]=1.[OH-].[Na+].Cl[C:16]([O:18][CH2:19][C:20]1[CH:25]=[CH:24][CH:23]=[CH:22][CH:21]=1)=[O:17].Cl>>[C:16]([NH:12][CH:7]([C:4]1[CH:3]=[CH:2][CH:1]=[CH:6][CH:5]=1)[CH2:8][C:9]([OH:11])=[O:10])([O:18][CH2:19][C:20]1[CH:25]=[CH:24][CH:23]=[CH:22][CH:21]=1)=[O:17] |f:1.2|. Reported procedure: A 0° C. slurry of 50.0 g (300 mmole) of DL-3-amino-3-phenyl propionic acid in 300 mL of 1N aq NaOH (300 mmole) was treated simultaneously with 48.0 mL (340 mmole) of benzyl chloroformate and 300 mL of 1N aq NaOH (300 mmole). The reaction was stirred at ambient temperature for 18 h at which time the reaction was acidified to pH 2 with conc. aq HCl and extracted with EtOAc (4×200 mL). The combined organic fractions were dried over Na2SO4 and evaporated in vacuo to give 73.4 g (250 mmol; 82%) of N-...